Dataset: the Open Reaction Database (ORD), a public repository of structured organic reaction records. Task: describe an organic reaction: reactants, conditions, products, and yield Reactants: FC1=C(C=C(C=C1)C(=O)N1CCC2(CC1)C=1N(C3=C(O2)C=CC=C3)C=CC1)C(F)(F)F ((4-Fluoro-3-(trifluoromethyl)phenyl)(spiro[benzo[b]pyrrolo[1,2-d][1,4]oxazine-4,4′-piperidine]-1′-yl)methanone), C(CC)O (nPrOH), [H-].[Na+] (NaH). Solvent: C(C)#N (acetonitrile). Reaction conditions: temperature 70 celsius. The product is C(CC)OC1=C(C=C(C=C1)C(=O)N1CCC2(CC1)C=1N(C3=C(O2)C=CC=C3)C=CC1)C(F)(F)F ((4-propoxy-3-(trifluoromethyl)phenyl)(spiro[benzo[b]pyrrolo[1,2-d][1,4]oxazine-4,4′-piperidine]-1′-yl)methanone). Reaction SMILES: F[C:2]1[CH:7]=[CH:6][C:5]([C:8]([N:10]2[CH2:15][CH2:14][C:13]3([O:20][C:19]4[CH:21]=[CH:22][CH:23]=[CH:24][C:18]=4[N:17]4[CH:25]=[CH:26][CH:27]=[C:16]34)[CH2:12][CH2:11]2)=[O:9])=[CH:4][C:3]=1[C:28]([F:31])([F:30])[F:29].[CH2:32]([OH:35])[CH2:33][CH3:34].[H-].[Na+]>C(#N)C>[CH2:32]([O:35][C:2]1[CH:7]=[CH:6][C:5]([C:8]([N:10]2[CH2:15][CH2:14][C:13]3([O:20][C:19]4[CH:21]=[CH:22][CH:23]=[CH:24][C:18]=4[N:17]4[CH:25]=[CH:26][CH:27]=[C:16]34)[CH2:12][CH2:11]2)=[O:9])=[CH:4][C:3]=1[C:28]([F:30])([F:29])[F:31])[CH2:33][CH3:34] |f:2.3|. Procedure: (4-Fluoro-3-(trifluoromethyl)phenyl)(spiro[benzo[b]pyrrolo[1,2-d][1,4]oxazine-4,4′-piperidine]-1′-yl)methanone (22 mg, 0.051 mmol), nPrOH (12 μL, 0.15 mmol), and NaH (60%, 6.1 mg, 0.15 mmol) were combined in acetonitrile (1 mL) and the reaction mixture was heated at 70° C. for 1 h. The reaction mixture was filtered and purified by reverse phase HPLC to provide (4-propoxy-3-(trifluoromethyl)phenyl)(spiro[benzo[b]pyrrolo[1,2-d][1,4]oxazine-4,4′-piperidine]-1′-yl)methanone. ESI-MS m/z calc. 470.2. ... Starting materials: CCCc1c(Cc2ccc(-c3ccccc3-c3noc(=O)[nH]3)cc2)c(=O)n(CC(=O)C(C)(C)C)c2nc(C)nn12, CCOC(C)=O, Cl, Cl, CON, O, c1ccncc1. Yields the product CCCc1c(Cc2ccc(-c3ccccc3-c3noc(=O)[nH]3)cc2)c(=O)n(CC(=NOC)C(C)(C)C)c2nc(C)nn12. RXN SMILES: [CH3:1][C:2]([C:3]([CH2:4][n:5]1[c:6]2[n:7]([c:8]([CH2:31][CH2:32][CH3:33])[c:9]([CH2:12][c:13]3[cH:14][cH:15][c:16](-[c:19]4[c:20](-[c:25]5[n:26][o:27][c:28](=[O:30])[nH:29]5)[cH:21][cH:22][cH:23][cH:24]4)[cH:17][cH:18]3)[c:10]1=[O:11])[n:34][c:35]([CH3:37])[n:36]2)=[O:38])([CH3:39])[CH3:40].[CH3:53][CH2:54][O:55][C:56](=[O:57])[CH3:58].[ClH:41].[ClH:51].[NH2:42][O:43][CH3:44].[OH2:52].[cH:45]1[cH:46][cH:47][n:48][cH:49][cH:50]1>>[CH3:1][C:2]([C:3]([CH2:4][n:5]1[c:6]2[n:7]([c:8]([CH2:31][CH2:32][CH3:33])[c:9]([CH2:12][c:13]3[cH:14][cH:15][c:16](-[c:19]4[c:20](-[c:25]5[n:26][o:27][c:28](=[O:30])[nH:29]5)[cH:21][cH:22][cH:23][cH:24]4)[cH:17][cH:18]3)[c:10]1=[O:11])[n:34][c:35]([CH3:37])[n:36]2)=[N:42][O:43][CH3:44])([CH3:39])[CH3:40]. Reactants: CCOC(=O)c1cc(Br)cc2cc[nH]c12, CC[SiH](CC)CC, CC1CC(=O)CC(C)S1, ClCCl. Product: CCOC(=O)c1cc(Br)cc2c(C3CC(C)SC(C)C3)c[nH]c12. As a reaction SMILES: [Br:10][c:11]1[cH:12][c:13]2[cH:14][cH:15][nH:16][c:17]2[c:18]([C:20](=[O:21])[O:22][CH2:23][CH3:24])[cH:19]1.[CH2:25]([SiH:26]([CH2:27][CH3:28])[CH2:29][CH3:30])[CH3:31].[CH3:1][CH:2]1[S:3][CH:4]([CH3:9])[CH2:5][C:6](=[O:8])[CH2:7]1.[Cl:32][CH2:33][Cl:34]>>[CH3:1][CH:2]1[S:3][CH:4]([CH3:9])[CH2:5][CH:6]([c:14]2[c:13]3[cH:12][c:11]([Br:10])[cH:19][c:18]([C:20](=[O:21])[O:22][CH2:23][CH3:24])[c:17]3[nH:16][cH:15]2)[CH2:7]1. Starting materials: FC=1C=C(C=CC1F)C1CCC(CC1)=O (4-(3,4-difluorophenyl)cyclohexanone), C(O)([O-])=O.[Na+] (sodium hydrogen carbonate), potassium t-butylate, [Cl-].COC[P+](C1=CC=CC=C1)(C1=CC=CC=C1)C1=CC=CC=C1 (methoxymethyltriphenylphosphonium chloride). Solvent: COC(C)(C)C (t-butyl methyl ether), COC(C)(C)C (t-butyl methyl ether). Conditions: time 30 minute. Yields the product FC1=C(C=C(C=C1)C1CCC(CC1)=COC)F (1,2-difluoro-4-[ 4-(methoxymethylidene)cyclohexyl]benzene). Yield: 98.8%. As a reaction SMILES: [Cl-].[CH3:2][O:3][CH2:4][P+](C1C=CC=CC=1)(C1C=CC=CC=1)C1C=CC=CC=1.[F:24][C:25]1[CH:26]=[C:27]([CH:32]2[CH2:37][CH2:36][C:35](=O)[CH2:34][CH2:33]2)[CH:28]=[CH:29][C:30]=1[F:31].C(=O)([O-])O.[Na+]>COC(C)(C)C>[F:31][C:30]1[CH:29]=[CH:28][C:27]([CH:32]2[CH2:37][CH2:36][C:35](=[CH:2][O:3][CH3:4])[CH2:34][CH2:33]2)=[CH:26][C:25]=1[F:24] |f:0.1,3.4|. Reported procedure: 4.1 g of potassium t-butylate were added in an inert gas atmosphere to a suspension of 12.2 g of dry methoxymethyltriphenylphosphonium chloride in 125 ml of t-butyl methyl ether and the orange-red suspension was stirred for 30 minutes. A solution of 5.00 g of 4-(3,4-difluorophenyl)cyclohexanone in 75 ml of t-butyl methyl ether was added dropwise at 0°-5° C. within 1 hour. The reaction mixture was stirred at 0°-5° C. for a further 1 hour and at room temperature for 2.5 hours and then treated with... The reactants are C1(C=2C(C(=O)O1)=CC=CC2)=O (phthalic anhydride), O.NN (hydrazine hydrate). Run in C(C)(=O)O (acetic acid). Product: C1(NNC(C2=CC=CC=C12)=O)=O (2,3-dihydro-phthalazine-1,4-dione). Reaction SMILES: [C:1]1(=O)[O:6][C:4](=[O:5])[C:3]2=[CH:7][CH:8]=[CH:9][CH:10]=[C:2]12.O.[NH2:13][NH2:14]>C(O)(=O)C>[C:4]1(=[O:5])[C:3]2[C:2](=[CH:10][CH:9]=[CH:8][CH:7]=2)[C:1](=[O:6])[NH:14][NH:13]1 |f:1.2|. Procedure details: Compounds of this invention with Formulae I-VIII could be prepared as illustrated by the exemplary reaction in Scheme 20. Reaction of phthalic anhydride with hydrazine hydrate in acetic acid produces 2,3-dihydro-phthalazine-1,4-dione. Chlorination of 2,3-dihydro-phthalazine-1,4-dione and subsequent reaction with an amine, such as N-methyl-p-anisidine, produces the substituted 4-chlorophthalazine, such as (4-chlorophthalazin-1-yl)(4-methoxyphenyl)-amine. The chloro group can then be removed via h... Procedure details: L1 (1.0 eq.) and DIPEA (5.0 eq.) in DCM (0.1M) was slowly added to an ice cooled solution of triphosgene (0.33 eq.) in DCM (0.1M). The reaction mixture was stirred 30 min at RT and slowly added to a solution of Example 4, D2 (0.5 eq) and DIPEA (0.5 eq) in DCE (0.1M). The reaction mixture was stirred 3 h at RT, volatiles were removed under reduced pressure and the crude product was purified by preparative RP-HPLC using H2O (0.1% TFA) and MeCN (0.1% TFA) as eluents. The desired fractions were lyop... The product is ClC1=C(C(=NC=C1)C1CC1)NC(=O)N1C[C@@H]2N(CC1)C(N(C2=O)[C@@H]2[C@H](C2)C2=CC=CC=C2)=O ((8aS)-N-(4-Chloro-2-cyclopropylpyridin-3-yl)-1,3-dioxo-2-[(1S,2R)-2-phenylcyclopropyl]hexahydroimidazo[1,5-a]pyrazine-7(1H)-carboxamide). Reaction SMILES: [CH3:1][CH2:2][N:3](C(C)C)C(C)C.Cl[C:11]([Cl:21])(OC(=O)OC(Cl)(Cl)Cl)Cl.ClC1[C:28](Cl)=[CH:27][CH:26]=[CH:25][C:24]=1[NH:30][C:31]([N:33]1[CH2:38][CH2:37][N:36]2[C:39](=[O:52])[N:40]([C@H:43]3[CH2:45][C@@H:44]3[C:46]3[CH:51]=[CH:50][CH:49]=[CH:48][CH:47]=3)[C:41](=[O:42])[C@@H:35]2[CH2:34]1)=[O:32].Cl.C1([C@H]2C[C@@H]2N2C(=O)[C@@H]3CNCCN3C2=O)C=CC=CC=1>C(Cl)Cl.ClCCCl>[Cl:21][C:11]1[CH:1]=[CH:2][N:3]=[C:25]([CH:26]2[CH2:28][CH2:27]2)[C:24]=1[NH:30][C:31]([N:33]1[CH2:38][CH2:37][N:36]2[C:39](=[O:52])[N:40]([C@H:43]3[CH2:45][C@@H:44]3[C:46]3[CH:51]=[CH:50][CH:49]=[CH:48][CH:47]=3)[C:41](=[O:42])[C@@H:35]2[CH2:34]1)=[O:32] |f:3.4|. The solvent is ClCCCl (DCE), C(Cl)Cl (DCM), C(Cl)Cl (DCM). Conditions: time 30 minute. Reactants: ClC1=C(C=CC=C1Cl)NC(=O)N1C[C@@H]2N(CC1)C(N(C2=O)[C@@H]2[C@H](C2)C2=CC=CC=C2)=O ((8aS)-N-(2,3-Dichlorophenyl)-1,3-dioxo-2-[(1S,2R)-2-phenylcyclopropyl]hexahydro imidazo[1,5-a]pyrazine-7(1H)-carboxamide), Cl.C1(=CC=CC=C1)[C@@H]1[C@H](C1)N1C(N2[C@@H](CNCC2)C1=O)=O ((8aS)-2-[(1S,2R)-2-Phenylcyclopropyl]tetrahydroimidazo[1,5-a]pyrazine-1,3(2H,5H)-dione HCl salt), CCN(C(C)C)C(C)C (DIPEA), CCN(C(C)C)C(C)C (DIPEA), ice, ClC(Cl)(OC(OC(Cl)(Cl)Cl)=O)Cl (triphosgene). Reactants: BrCC=1C=C(C=CC1)N(C(C)=O)CC1=CC=C(C=C1)OCCCCCCCCCCCCCC (N-[3-(bromomethyl)phenyl]-N-[[4-(tetradecyloxy)phenyl]methyl]acetamide), CC1=CN=CS1 (5-methylthiazole). Solvent: C1(=CC=CC=C1)C (toluene), CCOCC (ether). Run at time 8 hour. Product: [Br-].C(C)(=O)N(C=1C=C(C=CC1)C[N+]1=CSC(=C1)C)CC1=CC=C(C=C1)OCCCCCCCCCCCCCC (3-[[3-[Acetyl[[4-(tetradecyloxy)phenyl]methyl]amino]phenyl]methyl]-5-methylthiazolium bromide). Isolated yield 87.1%. As a reaction SMILES: [Br:1][CH2:2][C:3]1[CH:4]=[C:5]([N:9]([CH2:13][C:14]2[CH:19]=[CH:18][C:17]([O:20][CH2:21][CH2:22][CH2:23][CH2:24][CH2:25][CH2:26][CH2:27][CH2:28][CH2:29][CH2:30][CH2:31][CH2:32][CH2:33][CH3:34])=[CH:16][CH:15]=2)[C:10](=[O:12])[CH3:11])[CH:6]=[CH:7][CH:8]=1.[CH3:35][C:36]1[S:40][CH:39]=[N:38][CH:37]=1>C1(C)C=CC=CC=1.CCOCC>[Br-:1].[C:10]([N:9]([CH2:13][C:14]1[CH:19]=[CH:18][C:17]([O:20][CH2:21][CH2:22][CH2:23][CH2:24][CH2:25][CH2:26][CH2:27][CH2:28][CH2:29][CH2:30][CH2:31][CH2:32][CH2:33][CH3:34])=[CH:16][CH:15]=1)[C:5]1[CH:4]=[C:3]([CH2:2][N+:38]2[CH:37]=[C:36]([CH3:35])[S:40][CH:39]=2)[CH:8]=[CH:7][CH:6]=1)(=[O:12])[CH3:11] |f:4.5|. Procedure details: A mixture of 3 g of N-[3-(bromomethyl)phenyl]-N-[[4-(tetradecyloxy)phenyl]methyl]acetamide and 2.24 g of 5-methylthiazole in 40 ml of toluene is refluxed for 4 hours, cooled and diluted with 60 ml of ether and allowed to stand at room temperature overnight. The solid is collected by centrifugation and washed three times with ether then vacuum dried to give 3.1 g of the desired product as a white powder, m.p. 130°-134° C.